Dataset: the Open Reaction Database (ORD), a public repository of structured organic reaction records. Task: describe an organic reaction: reactants, conditions, products, and yield Reactants: NC1=CC=C(C=C1)NC1=C(C=C(C=C1)N)Cl (N1-(4-aminophenyl)-2-chlorobenzene-1,4-diamine), OC1CCN(CC1)C1=CC=C(C(=O)O)C=C1 (4-(4-hydroxypiperidin-1-yl)benzoic acid). The product is ClC=1C=C(C=CC1NC1=CC=C(C=C1)NC(C1=CC=C(C=C1)N1CCC(CC1)O)=O)NC(C1=CC=C(C=C1)N1CCC(CC1)O)=O (N-(3-Chloro-4-((4-(4-(4-hydroxypiperidin-1-yl)benzamido)phenyl)amino)phenyl)-4-(4-hydroxypiperidin-1-yl)benzamide). RXN SMILES: [NH2:1][C:2]1[CH:7]=[CH:6][C:5]([NH:8][C:9]2[CH:14]=[CH:13][C:12]([NH2:15])=[CH:11][C:10]=2[Cl:16])=[CH:4][CH:3]=1.[OH:17][CH:18]1[CH2:23][CH2:22][N:21]([C:24]2[CH:32]=[CH:31][C:27]([C:28](O)=[O:29])=[CH:26][CH:25]=2)[CH2:20][CH2:19]1>>[Cl:16][C:10]1[CH:11]=[C:12]([NH:15][C:28](=[O:29])[C:27]2[CH:31]=[CH:32][C:24]([N:21]3[CH2:22][CH2:23][CH:18]([OH:17])[CH2:19][CH2:20]3)=[CH:25][CH:26]=2)[CH:13]=[CH:14][C:9]=1[NH:8][C:5]1[CH:4]=[CH:3][C:2]([NH:1][C:28](=[O:29])[C:27]2[CH:26]=[CH:25][C:24]([N:21]3[CH2:22][CH2:23][CH:18]([OH:17])[CH2:19][CH2:20]3)=[CH:32][CH:31]=2)=[CH:7][CH:6]=1. Procedure: Compound 826 was prepared according to the procedure described in Scheme IV from N1-(4-aminophenyl)-2-chlorobenzene-1,4-diamine and 4-(4-hydroxypiperidin-1-yl)benzoic acid. [M+H]+ calcd for C36H38ClN5O4: 640.26; found 640.12. Reactants: Cl.N[C@@H]1CC[C@H](CC1)NC(=O)C1=C(NC2=C1N=CN=C2C2=C(C=CC(=C2)F)OCC2CC2)C (N-(trans-4-aminocyclohexyl)-4-[2-(cyclopropylmethoxy)-5-fluorophenyl]-6-methyl-5H-pyrrolo[3,2-d]pyrimidine-7-carboxamide hydrochloride), C(C)(=O)O[C@H](C(=O)Cl)C ((2S)-1-chloro-1-oxopropan-2-yl acetate). Yields the product C1(CC1)COC1=C(C=C(C=C1)F)C=1C2=C(N=CN1)C(=C(N2)C)C(=O)N[C@@H]2CC[C@H](CC2)NC([C@H](C)O)=O (4-[2-(Cyclopropylmethoxy)-5-fluorophenyl]-N-(trans-4-{[(2S)-2-hydroxypropanoyl]amino}cyclohexyl)-6-methyl-5H-pyrrolo[3,2-d]pyrimidine-7-carboxamide). Reaction SMILES: Cl.[NH2:2][C@H:3]1[CH2:8][CH2:7][C@H:6]([NH:9][C:10]([C:12]2[C:16]3[N:17]=[CH:18][N:19]=[C:20]([C:21]4[CH:26]=[C:25]([F:27])[CH:24]=[CH:23][C:22]=4[O:28][CH2:29][CH:30]4[CH2:32][CH2:31]4)[C:15]=3[NH:14][C:13]=2[CH3:33])=[O:11])[CH2:5][CH2:4]1.C([O:37][C@@H:38]([CH3:42])[C:39](Cl)=[O:40])(=O)C>>[CH:30]1([CH2:29][O:28][C:22]2[CH:23]=[CH:24][C:25]([F:27])=[CH:26][C:21]=2[C:20]2[C:15]3[NH:14][C:13]([CH3:33])=[C:12]([C:10]([NH:9][C@H:6]4[CH2:7][CH2:8][C@H:3]([NH:2][C:39](=[O:40])[C@@H:38]([OH:37])[CH3:42])[CH2:4][CH2:5]4)=[O:11])[C:16]=3[N:17]=[CH:18][N:19]=2)[CH2:31][CH2:32]1 |f:0.1|. Procedure: Starting from N-(trans-4-aminocyclohexyl)-4-[2-(cyclopropylmethoxy)-5-fluorophenyl]-6-methyl-5H-pyrrolo[3,2-d]pyrimidine-7-carboxamide hydrochloride (example D.f13) and commercially available (2S)-1-chloro-1-oxopropan-2-yl acetate the title compound is obtained as colorless solid. Starting materials: C(CCC)[Sn](C=1SC=CC1)(CCCC)CCCC (2-(tributylstannyl)thiophene), O1CCOCC1 (dioxane), CN1CCCN(C1=O)C (DMPU), ClC1=CC=C(CNC(=O)C=2C=NC3=CC=C(C=C3C2O)I)C=C1 (N-(4-chlorobenzyl)-4-hydroxy-6-iodo-3-quinolinecarboxamide). Reagents/catalysts: C1=CC=C(C=C1)P(C2=CC=CC=C2)C3=CC=CC=C3.C1=CC=C(C=C1)P(C2=CC=CC=C2)C3=CC=CC=C3.Cl[Pd]Cl (bis(triphenylphosphine)palladium(II)dichloride). Solvent: hexanes, O (water). Run at time 5 minute. The product is ClC1=CC=C(CNC(=O)C=2C=NC3=CC=C(C=C3C2O)C=2SC=CC2)C=C1 (N-(4-Chlorobenzyl)-4-hydroxy-6-(2-thienyl)-3-quinolinecarboxamide). Reaction SMILES: [Cl:1][C:2]1[CH:23]=[CH:22][C:5]([CH2:6][NH:7][C:8]([C:10]2[CH:11]=[N:12][C:13]3[C:18]([C:19]=2[OH:20])=[CH:17][C:16](I)=[CH:15][CH:14]=3)=[O:9])=[CH:4][CH:3]=1.C([Sn](CCCC)(CCCC)[C:29]1[S:30][CH:31]=[CH:32][CH:33]=1)CCC.O1CCOCC1.CN1C(=O)N(C)CCC1>O.C1C=CC(P(C2C=CC=CC=2)C2C=CC=CC=2)=CC=1.C1C=CC(P(C2C=CC=CC=2)C2C=CC=CC=2)=CC=1.Cl[Pd]Cl>[Cl:1][C:2]1[CH:23]=[CH:22][C:5]([CH2:6][NH:7][C:8]([C:10]2[CH:11]=[N:12][C:13]3[C:18]([C:19]=2[OH:20])=[CH:17][C:16]([C:29]2[S:30][CH:31]=[CH:32][CH:33]=2)=[CH:15][CH:14]=3)=[O:9])=[CH:4][CH:3]=1 |f:5.6.7|. Procedure details: A deoxygenated mixture of 0.75 g of N-(4-chlorobenzyl)-4-hydroxy-6-iodo-3-quinolinecarboxamide from Example No. 40, 0.75 g of 2-(tributylstannyl)thiophene, 60 mg of bis(triphenylphosphine)palladium(II)dichloride, 7.5 mL of dioxane and 2.5 mL of DMPU is stirred for 2 h at 100° C. The cooled mixture is diluted with 20 mL of hexanes and 60 mL of distilled water. The mixture is stirred for 5 minutes and then filtered. The solid is washed with two 50 mL portions of distilled water and then with two 2... The reactants are CN1CCCC1=O, CC(=O)O, CCOC(C)=O, O=c1[nH]ccn1-c1ccc(OCC(F)(F)C(F)F)cc1, CC(OS(=O)(=O)C(F)(F)F)C(=O)c1ccc(F)cc1F, [H-], [Na+], C1CCOC1. The product is CC(C(=O)c1ccc(F)cc1F)n1ccn(-c2ccc(OCC(F)(F)C(F)F)cc2)c1=O. Reaction SMILES: [CH3:43][N:44]1[CH2:45][CH2:46][CH2:47][C:48]1=[O:49].[CH3:55][C:56](=[O:57])[OH:58].[CH3:59][CH2:60][O:61][C:62](=[O:63])[CH3:64].[F:1][C:2]([CH2:3][O:4][c:5]1[cH:6][cH:7][c:8](-[n:11]2[c:12](=[O:16])[nH:13][cH:14][cH:15]2)[cH:9][cH:10]1)([CH:17]([F:18])[F:19])[F:20].[F:23][c:24]1[c:25]([C:31]([CH:32]([CH3:33])[O:34][S:35]([C:36]([F:37])([F:38])[F:39])(=[O:40])=[O:41])=[O:42])[cH:26][cH:27][c:28]([F:30])[cH:29]1.[H-:21].[Na+:22].[O:50]1[CH2:51][CH2:52][CH2:53][CH2:54]1>>[F:1][C:2]([CH2:3][O:4][c:5]1[cH:6][cH:7][c:8](-[n:11]2[c:12](=[O:16])[n:13]([CH:32]([C:31]([c:25]3[c:24]([F:23])[cH:29][c:28]([F:30])[cH:27][cH:26]3)=[O:42])[CH3:33])[cH:14][cH:15]2)[cH:9][cH:10]1)([CH:17]([F:18])[F:19])[F:20].